Task: describe an organic reaction: reactants, conditions, products, and yield. Dataset: the Open Reaction Database (ORD), a public repository of structured organic reaction records Starting materials: N1=C(C=CC=C1)C(=O)NC1(CCCCC1)C(=O)NC1C(CN(CC1)C1=C(C=CC=C1)S(=O)(=O)C)=O (4-[N-[1-[N-(pyridin-2-ylcarbonyl)amino]cyclohexanecarbonyl]amino]-1-(2-methanesulfonylphenyl)piperidin-3-one), Cl.C(C)(=O)OCC (hydrogenchloride ethyl acetate). Run at time 2 hour. The product is Cl.N1=C(C=CC=C1)C(=O)NC1(CCCCC1)C(=O)NC1C(CN(CC1)C1=C(C=CC=C1)S(=O)(=O)C)=O (4-[N-[1-[N-(pyridin-2-ylcarbonyl)amino]cyclohexanecarbonyl]amino]-1-(2-methanesulfonylphenyl)piperidin-3-one hydrochloride). RXN SMILES: [N:1]1[CH:6]=[CH:5][CH:4]=[CH:3][C:2]=1[C:7]([NH:9][C:10]1([C:16]([NH:18][CH:19]2[CH2:24][CH2:23][N:22]([C:25]3[CH:30]=[CH:29][CH:28]=[CH:27][C:26]=3[S:31]([CH3:34])(=[O:33])=[O:32])[CH2:21][C:20]2=[O:35])=[O:17])[CH2:15][CH2:14][CH2:13][CH2:12][CH2:11]1)=[O:8].[ClH:36].C(OCC)(=O)C>>[ClH:36].[N:1]1[CH:6]=[CH:5][CH:4]=[CH:3][C:2]=1[C:7]([NH:9][C:10]1([C:16]([NH:18][CH:19]2[CH2:24][CH2:23][N:22]([C:25]3[CH:30]=[CH:29][CH:28]=[CH:27][C:26]=3[S:31]([CH3:34])(=[O:33])=[O:32])[CH2:21][C:20]2=[O:35])=[O:17])[CH2:15][CH2:14][CH2:13][CH2:12][CH2:11]1)=[O:8] |f:1.2,3.4|. Procedure: 50 ml of saturated hydrogenchloride-ethyl acetate solution was added to 4-[N-[1-[N-(pyridin-2-ylcarbonyl)amino]cyclohexanecarbonyl]amino]-1-(2-methanesulfonylphenyl)piperidin-3-one (500 mg) obtained in Example 144. The reaction mixture was stirred for 2 hours at room temperature and filtered to give 410 mg of the titled compound as white solid. The reactants are CC=1C(OC[C@H](N1)C1=CC=CC=C1)=O ((5R)-3-methyl-5-phenyl-5,6-dihydro-2H-1,4-oxazin-2-one). Reagents/catalysts: O=[Pt]=O (PtO2). The solvent is ClCCl (dichloromethane). Reaction conditions: time 5 hour. Product: C[C@H]1C(OC[C@H](N1)C1=CC=CC=C1)=O ((3S,5R)-3-Methyl-5-phenyl-3,4,5,6-tetrahydro-2H-1,4-oxazin-2-one). Yield: 79.6%. As a reaction SMILES: [CH3:1][C:2]1[C:3](=[O:14])[O:4][CH2:5][C@@H:6]([C:8]2[CH:13]=[CH:12][CH:11]=[CH:10][CH:9]=2)[N:7]=1>ClCCl.O=[Pt]=O>[CH3:1][C@@H:2]1[NH:7][C@H:6]([C:8]2[CH:13]=[CH:12][CH:11]=[CH:10][CH:9]=2)[CH2:5][O:4][C:3]1=[O:14]. Reported procedure: To a solution of (5R)-3-methyl-5-phenyl-5,6-dihydro-2H-1,4-oxazin-2-one (1.70 g, 9.0 mmol, 1.0 equiv.) in anhydrous dichloromethane (60 mL) under an atmosphere of nitrogen was added PtO2 (170 mg, 0.1 equiv.). The mixture was consecutively degassed and purged three times with hydrogen and then stirred for 5 hours under an atmosphere of hydrogen. Filtration through a short pad of CELITE® diatomaceous earth and removal of solvent from the filtrate in vacuo yielded the crude product which was purifi... Starting materials: FC1=CC=2SCC(NC2N=C1CO)=O (7-Fluoro-6-hydroxymethyl-3-oxo-3,4-dihydro-2H-pyrido[3,2-b][1,4]thiazine), C1CCOC1 (THF). The reagents and catalysts are [O-2].[O-2].[Mn+4] (manganese dioxide). Run in ClCCCl (1,2-dichloroethane). Reaction conditions: temperature 60 celsius. Product: FC1=CC=2SCC(NC2N=C1C=O)=O (7-Fluoro-3-oxo-3,4-dihydro-2H-pyrido[3,2-b][1,4]thiazine-6-carboxaldehyde). RXN SMILES: [F:1][C:2]1[C:11]([CH2:12][OH:13])=[N:10][C:9]2[NH:8][C:7](=[O:14])[CH2:6][S:5][C:4]=2[CH:3]=1.C1COCC1>[O-2].[O-2].[Mn+4].ClCCCl>[F:1][C:2]1[C:11]([CH:12]=[O:13])=[N:10][C:9]2[NH:8][C:7](=[O:14])[CH2:6][S:5][C:4]=2[CH:3]=1 |f:2.3.4|. Reported procedure: A mixture of the alcohol (e) (971 mg), manganese dioxide (3.72 g), THF (70 ml) and 1,2-dichloroethane (70 ml) was heated at 60° C. under argon for 20 hours. Filtration through kieselguhr and evaporation of solvent gave a solid which was triturated with EtOAc/hexane 1:3 and collected by filtration (608 mg).